From a dataset of the Open Reaction Database (ORD), a public repository of structured organic reaction records. describe an organic reaction: reactants, conditions, products, and yield Starting materials: N1=C(C=CC2=CC=CC=C12)COC1=CC=C(C=C1)NN (4-(quinolin-2-ylmethoxy)phenylhydrazine), ClC1=CC=C(CCl)C=C1 (p-chlorobenzyl chloride), C(C)(C)N(CC)C(C)C (diisopropylethylamine). The reagents and catalysts are [Br-].C(CCC)[N+](CCCC)(CCCC)CCCC (tetrabutylammonium bromide). Yields the product ClC1=CC=C(CN(N)C2=CC=C(C=C2)OCC2=NC3=CC=CC=C3C=C2)C=C1 (1-(p-chlorobenzyl)-1-[4-(quinolin-2-ylmethoxy)phenyl]hydrazine). As a reaction SMILES: [N:1]1[C:10]2[C:5](=[CH:6][CH:7]=[CH:8][CH:9]=2)[CH:4]=[CH:3][C:2]=1[CH2:11][O:12][C:13]1[CH:18]=[CH:17][C:16]([NH:19][NH2:20])=[CH:15][CH:14]=1.[Cl:21][C:22]1[CH:29]=[CH:28][C:25]([CH2:26]Cl)=[CH:24][CH:23]=1.C(N(C(C)C)CC)(C)C>[Br-].C([N+](CCCC)(CCCC)CCCC)CCC>[Cl:21][C:22]1[CH:29]=[CH:28][C:25]([CH2:26][N:19]([C:16]2[CH:15]=[CH:14][C:13]([O:12][CH2:11][C:2]3[CH:3]=[CH:4][C:5]4[C:10](=[CH:9][CH:8]=[CH:7][CH:6]=4)[N:1]=3)=[CH:18][CH:17]=2)[NH2:20])=[CH:24][CH:23]=1 |f:3.4|. Procedure details: reacting the 4-(quinolin-2-ylmethoxy)phenylhydrazine product of step (4) with p-chlorobenzyl chloride, tetrabutylammonium bromide and diisopropylethylamine to yield 1-(p-chlorobenzyl)-1-[4-(quinolin-2-ylmethoxy)phenyl]hydrazine. The reactants are O=C1CCN(CC1)C(=O)OC(C)(C)C (tert-butyl 4-oxopiperidine-1-carboxylate), C(NN)(=O)OC(C)(C)C (tert-butyl carbazate). Run in C1(=CC=CC=C1)C (toluene). Conditions: temperature 70 celsius, time 17 hour. The product is C(C)(C)(C)OC(=O)NN=C1CCN(CC1)C(=O)OC(C)(C)C (tert-butyl 4-[(tert-butoxycarbonyl)hydrazono]piperidine-1-carboxylate). The yield is 73.4%. Reaction SMILES: O=[C:2]1[CH2:7][CH2:6][N:5]([C:8]([O:10][C:11]([CH3:14])([CH3:13])[CH3:12])=[O:9])[CH2:4][CH2:3]1.[C:15]([O:19][C:20]([CH3:23])([CH3:22])[CH3:21])(=[O:18])[NH:16][NH2:17]>C1(C)C=CC=CC=1>[C:20]([O:19][C:15]([NH:16][N:17]=[C:2]1[CH2:7][CH2:6][N:5]([C:8]([O:10][C:11]([CH3:14])([CH3:13])[CH3:12])=[O:9])[CH2:4][CH2:3]1)=[O:18])([CH3:23])([CH3:22])[CH3:21]. Procedure: To a solution of tert-butyl 4-oxopiperidine-1-carboxylate (2 g, 10 mmol, 1 eq) in toluene (50 mL) was added tert-butyl carbazate (1.3 g, 10 mmol, 1 eq). The contents were stirred at 70° C. for 17 h. Precipitate was formed upon cooling down to rt. Filtration of the heterogeneous mixture gave a white solid (2.3 g). The filtrate was concentrated to dryness and triturated with ether carefully to collect another crop of solid (400 mg). The two solid product crops were combined (2.7 g, 85%) and used d...